Dataset: the Open Reaction Database (ORD), a public repository of structured organic reaction records. Task: describe an organic reaction: reactants, conditions, products, and yield Reactants: O (water), solution, Cl (hydrochloric acid), CC=1CS[C@H]2N(C1C(=O)OC(C)(C)C)C([C@H]2NC(COC2=CC=CC=C2)=O)=O (tert-butyl (6R,7R)-3-methyl-7-phenoxyacetamido-ceph-3-em-4-carboxylate). The reagents and catalysts are [Ti](Cl)(Cl)(Cl)Cl (Titanium tetrachloride). Solvent: ClCCl (dichloromethane). Run at temperature 0 celsius, time 2 hour. Yields the product CC=1CS[C@H]2N(C1C(=O)O)C([C@H]2NC(COC2=CC=CC=C2)=O)=O ((6R, 7R) -3-methyl-7-phenoxyacetamidoceph-3-em-4-carboxylic acid). Isolated yield 86.1%. RXN SMILES: [CH3:1][C:2]1[CH2:3][S:4][C@@H:5]2[C@H:16]([NH:17][C:18](=[O:27])[CH2:19][O:20][C:21]3[CH:26]=[CH:25][CH:24]=[CH:23][CH:22]=3)[C:15](=[O:28])[N:6]2[C:7]=1[C:8]([O:10]C(C)(C)C)=[O:9].Cl.O>ClCCl.[Ti](Cl)(Cl)(Cl)Cl>[CH3:1][C:2]1[CH2:3][S:4][C@@H:5]2[C@H:16]([NH:17][C:18](=[O:27])[CH2:19][O:20][C:21]3[CH:22]=[CH:23][CH:24]=[CH:25][CH:26]=3)[C:15](=[O:28])[N:6]2[C:7]=1[C:8]([OH:10])=[O:9]. Procedure: A stirred solution of tert-butyl (6R,7R)-3-methyl-7-phenoxyacetamido-ceph-3-em-4-carboxylate (0.41 g, 1.0 mmol) in dichloromethane (25 ml) was cooled to 0° C. Titanium tetrachloride (0.38 ml, 3.5 mmol) was added in 1 min. A yellow precipitate was formed which was stirred for 2 h at 0°C. To the suspension was added a chilled 1M solution of hydrochloric acid in. water (40 ml). The organic phase was separated, washed with water and brine, dried over magnesium sulphate, and evaporated to give 0.30 g... Starting materials: CC(C)Cc1cc(C=O)nn1-c1ccccc1, NCCN1CCN(c2ccccc2F)CC1. Yields the product CC(C)Cc1cc(CNCCN2CCN(c3ccccc3F)CC2)nn1-c1ccccc1. RXN SMILES: [CH2:17]([CH:18]([CH3:19])[CH3:20])[c:21]1[cH:22][c:23]([CH:32]=[O:33])[n:24][n:25]1-[c:26]1[cH:27][cH:28][cH:29][cH:30][cH:31]1.[F:1][c:2]1[c:3]([N:8]2[CH2:9][CH2:10][N:11]([CH2:14][CH2:15][NH2:16])[CH2:12][CH2:13]2)[cH:4][cH:5][cH:6][cH:7]1>>[F:1][c:2]1[c:3]([N:8]2[CH2:9][CH2:10][N:11]([CH2:14][CH2:15][NH:16][CH2:32][c:23]3[cH:22][c:21]([CH2:17][CH:18]([CH3:19])[CH3:20])[n:25](-[c:26]4[cH:27][cH:28][cH:29][cH:30][cH:31]4)[n:24]3)[CH2:12][CH2:13]2)[cH:4][cH:5][cH:6][cH:7]1. Procedure details: Thirty four grams of benz[cd]indol-2(1H)-one is added with stirring to 500 ml of dry dimethylformamide. Ten grams of 50% sodium hydride (in oil) is added in portions, the reaction is stirred at room temperature for 1 hour, and then on a steam bath for one hour. A deep red/brown solution results. One hundred twenty grams of 1,3-dibromopropane is added in one portion, the red color disappears and a white suspension appears. The mixture is stirred and heated on a steam bath for 16 hours, concentrat... Yields the product C(CCN1C(C2=C3C(C=CC=C13)=CC=C2)=O)N2C(C1=C3C(C=CC=C23)=CC=C1)=O (1,1'-(1,3-Propanediyl)bis-benz[cd]indol-2 (1H)-one). The reactants are N1C(C2=C3C(C=CC=C13)=CC=C2)=O (benz[cd]indol-2(1H)-one), [H-].[Na+] (sodium hydride), BrCCCBr (1,3-dibromopropane). Run at time 1 hour. Reaction SMILES: [NH:1]1[C:9]2[C:4]3[C:5](=[CH:10][CH:11]=[CH:12][C:3]=3[C:2]1=[O:13])[CH:6]=[CH:7][CH:8]=2.[H-].[Na+].Br[CH2:17][CH2:18][CH2:19]Br>CN(C)C=O>[CH2:17]([N:1]1[C:9]2[C:4]3[C:5](=[CH:10][CH:11]=[CH:12][C:3]=3[C:2]1=[O:13])[CH:6]=[CH:7][CH:8]=2)[CH2:18][CH2:19][N:1]1[C:9]2[C:4]3[C:5](=[CH:10][CH:11]=[CH:12][C:3]=3[C:2]1=[O:13])[CH:6]=[CH:7][CH:8]=2 |f:1.2|. Run in CN(C=O)C (dimethylformamide). Starting materials: Fc1cncc(Br)c1, COCc1csc(NC(=O)c2nc(C)ccc2N)n1. Yields the product COCc1csc(NC(=O)c2nc(C)ccc2Nc2cncc(F)c2)n1. Reaction SMILES: [Br:20][c:21]1[cH:22][n:23][cH:24][c:25]([F:27])[cH:26]1.[CH3:1][O:2][CH2:3][c:4]1[n:5][c:6]([NH:9][C:10](=[O:11])[c:12]2[n:13][c:14]([CH3:19])[cH:15][cH:16][c:17]2[NH2:18])[s:7][cH:8]1>>[CH3:1][O:2][CH2:3][c:4]1[n:5][c:6]([NH:9][C:10](=[O:11])[c:12]2[n:13][c:14]([CH3:19])[cH:15][cH:16][c:17]2[NH:18][c:21]2[cH:22][n:23][cH:24][c:25]([F:27])[cH:26]2)[s:7][cH:8]1. Starting materials: CS(=O)(=O)O, CCO, COc1cc2c(cc1OC)C(=O)C(CC1CCN(Cc3ccccc3)CC1)C2. The product is CS(=O)(=O)O, COc1cc2c(cc1OC)C(=O)C(CC1CCN(Cc3ccccc3)CC1)C2. Reaction SMILES: [CH3:1][S:2]([OH:3])(=[O:4])=[O:5].[CH3:34][CH2:35][OH:36].[CH3:6][O:7][c:8]1[cH:9][c:10]2[c:29]([cH:30][c:31]1[O:32][CH3:33])[C:27](=[O:28])[CH:12]([CH2:13][CH:14]1[CH2:15][CH2:16][N:17]([CH2:20][c:21]3[cH:22][cH:23][cH:24][cH:25][cH:26]3)[CH2:18][CH2:19]1)[CH2:11]2>>[CH3:1][S:2](=[O:3])(=[O:4])[OH:5].[CH3:6][O:7][c:8]1[cH:9][c:10]2[c:29]([cH:30][c:31]1[O:32][CH3:33])[C:27](=[O:28])[CH:12]([CH2:13][CH:14]1[CH2:15][CH2:16][N:17]([CH2:20][c:21]3[cH:22][cH:23][cH:24][cH:25][cH:26]3)[CH2:18][CH2:19]1)[CH2:11]2. The reactants are C([C@@H](O)C)(=O)OCC (ethyl (S)-(−)-lactate), ClC(C(OCC=C)=N)(Cl)Cl (allyl trichloroacetimidate), FC(S(=O)(=O)O)(F)F (trifluoromethanesulfonic acid). Run in C1CCCCC1 (cyclohexane), C1CCCCC1 (cyclohexane). Reaction conditions: time 16 hour. The product is C(C=C)O[C@H](C(=O)OCC)C (Ethyl (S)-(−)-2-allyloxy-propionate). Isolated yield 72.7%. As a reaction SMILES: [C:1]([O:6][CH2:7][CH3:8])(=[O:5])[C@H:2]([CH3:4])[OH:3].ClC(Cl)(Cl)C(=N)O[CH2:13][CH:14]=[CH2:15].FC(F)(F)S(O)(=O)=O>C1CCCCC1>[CH2:15]([O:3][C@@H:2]([CH3:4])[C:1]([O:6][CH2:7][CH3:8])=[O:5])[CH:14]=[CH2:13]. Procedure details: 7.08 g (60 mmol) of ethyl (S)-(−)-lactate are introduced into 120 ml of cyclohexane, and 25.0 g (120 mmol) of allyl trichloroacetimidate, dissolved in 30 ml of cyclohexane, are added thereto. 0.55 ml (6 mmol) of trifluoromethanesulfonic acid are then added and the mixture is stirred for 16 h. When the reaction is complete, the precipitated trichloroacetamide is filtered off with suction and washed with cyclohexane. The filtrate is washed with saturated NaHCO3 solution, after which the organic ph... Starting materials: CCCCN, CCCCNc1cc(Cl)nnc1Cl. Yields the product CCNc1cc(Cl)nnc1Cl. As a reaction SMILES: [CH2:1]([NH2:2])[CH2:3][CH2:4][CH3:5].[Cl:6][c:7]1[n:8][n:9][c:10]([Cl:18])[cH:11][c:12]1[NH:13][CH2:14][CH2:15][CH2:16][CH3:17]>>[Cl:6][c:7]1[n:8][n:9][c:10]([Cl:18])[cH:11][c:12]1[NH:13][CH2:14][CH3:15]. Reactants: ClC1=CN=CC(=N1)N[C@@H](C)C=1C=C(C=CC1)NC(C1=CC(=CC=C1)C(F)(F)F)=O ((S)—N-(3-(1-(6-chloropyrazin-2-ylamino)ethyl)phenyl)-3-(trifluoromethyl)benzamide), OCC1=CC=C(C=C1)B(O)O (4-(hydroxymethyl)phenylboronic acid), C([O-])([O-])=O.[Na+].[Na+] (sodium carbonate), [Cl-].[Na+].O.O (brine water). Reagents/catalysts: C1=CC=C(C=C1)P([C-]2C=CC=C2)C3=CC=CC=C3.C1=CC=C(C=C1)P([C-]2C=CC=C2)C3=CC=CC=C3.Cl[Pd]Cl.[Fe+2] (dichloro[1,1′-bis(diphenylphosphino)ferrocene)palladium(II)). Solvent: CN(C=O)C (N,N-dimethyl formamide). Conditions: temperature 80 celsius. Yields the product OCC1=CC=C(C=C1)C1=CN=CC(=N1)N[C@@H](C)C=1C=C(C=CC1)NC(C1=CC(=CC=C1)C(F)(F)F)=O ((S)—N-(3-(1-(6-(4-(hydroxymethyl)phenyl)pyrazin-2-ylamino)ethyl)phenyl)-3-(trifluoromethyl)benzamide). Isolated yield 32.5%. Reaction SMILES: Cl[C:2]1[N:7]=[C:6]([NH:8][C@H:9]([C:11]2[CH:12]=[C:13]([NH:17][C:18](=[O:29])[C:19]3[CH:24]=[CH:23][CH:22]=[C:21]([C:25]([F:28])([F:27])[F:26])[CH:20]=3)[CH:14]=[CH:15][CH:16]=2)[CH3:10])[CH:5]=[N:4][CH:3]=1.[OH:30][CH2:31][C:32]1[CH:37]=[CH:36][C:35](B(O)O)=[CH:34][CH:33]=1.C(=O)([O-])[O-].[Na+].[Na+].[Cl-].[Na+].O.O>CN(C)C=O.C1C=CC(P(C2C=CC=CC=2)[C-]2C=CC=C2)=CC=1.C1C=CC(P(C2C=CC=CC=2)[C-]2C=CC=C2)=CC=1.Cl[Pd]Cl.[Fe+2]>[OH:30][CH2:31][C:32]1[CH:37]=[CH:36][C:35]([C:2]2[N:7]=[C:6]([NH:8][C@H:9]([C:11]3[CH:12]=[C:13]([NH:17][C:18](=[O:29])[C:19]4[CH:24]=[CH:23][CH:22]=[C:21]([C:25]([F:28])([F:27])[F:26])[CH:20]=4)[CH:14]=[CH:15][CH:16]=3)[CH3:10])[CH:5]=[N:4][CH:3]=2)=[CH:34][CH:33]=1 |f:2.3.4,5.6.7.8,10.11.12.13|. Reported procedure: To a degassed solution of (S)—N-(3-(1-(6-chloropyrazin-2-ylamino)ethyl)phenyl)-3-(trifluoromethyl)benzamide (210 mg, 0.5 mmol), 4-(hydroxymethyl)phenylboronic acid (152 mg, 1 mmol) and aqueous sodium carbonate (0.62 mL, 2M, 1.55 mmol) in N,N-dimethyl formamide (3 mL) was added dichloro[1,1′-bis(diphenylphosphino)ferrocene)palladium(II) (24 mg, 0.03 mmol) and the mixture was heated at 80° C. for 18 hours in a sealed tube. After this time the mixture was allowed to cool, was poured into a mixture ... Reactants: NC1=C(C(=O)C2=CC=CC=C2)C=CC=C1 (2-aminobenzophenone), BrCC(=O)Br (bromoacetyl bromide), O (water). Solvent: ClCCl (dichloromethane), ClCCl (dichloromethane). Conditions: temperature -5 celsius, time 1 hour. The product is BrCC(=O)NC1=C(C(=O)C2=CC=CC=C2)C=CC=C1 (2-bromoacetamidobenzophenone). The yield is 97.4%. Reaction SMILES: [Br:1][CH2:2][C:3](Br)=[O:4].[NH2:6][C:7]1[CH:20]=[CH:19][CH:18]=[CH:17][C:8]=1[C:9]([C:11]1[CH:16]=[CH:15][CH:14]=[CH:13][CH:12]=1)=[O:10].O>ClCCl>[Br:1][CH2:2][C:3]([NH:6][C:7]1[CH:20]=[CH:19][CH:18]=[CH:17][C:8]=1[C:9]([C:11]1[CH:16]=[CH:15][CH:14]=[CH:13][CH:12]=1)=[O:10])=[O:4]. Reported procedure: A solution of bromoacetyl bromide (100 mL, 1.15 mol, Aldrich) dissolved in dichloromethane (300 mL) was added over 30 min to a solution of 2-aminobenzophenone (197 g, 1.0 mol, Fluka) dissolved in dichloromethane (1.3 L) and water (100) mL) cooled to -10° C. under vigorous mechanical stirring. The resulting mixture was stirred for an additional 1 h at --5° C. and then was allowed to warm to ambient temperature. The layers were separated, and the organic extract was washed with dilute sodium bicar... Starting materials: CCCCP(=CC#N)(CCCC)CCCC, CCCC(C)O, Cc1ccccc1, O=S(=O)(Cc1cc(F)ccc1F)c1ccc(Cl)cc1. Yields the product CCCC(C)C(c1cc(F)ccc1F)S(=O)(=O)c1ccc(Cl)cc1. RXN SMILES: [C:26]([CH:27]=[P:28]([CH2:29][CH2:30][CH2:31][CH3:32])([CH2:33][CH2:34][CH2:35][CH3:36])[CH2:37][CH2:38][CH2:39][CH3:40])#[N:41].[CH3:20][CH:21]([CH2:22][CH2:23][CH3:24])[OH:25].[CH3:42][c:43]1[cH:44][cH:45][cH:46][cH:47][cH:48]1.[Cl:1][c:2]1[cH:3][cH:4][c:5]([S:8](=[O:9])(=[O:10])[CH2:11][c:12]2[c:13]([F:19])[cH:14][cH:15][c:16]([F:18])[cH:17]2)[cH:6][cH:7]1>>[Cl:1][c:2]1[cH:3][cH:4][c:5]([S:8](=[O:9])(=[O:10])[CH:11]([c:12]2[c:13]([F:19])[cH:14][cH:15][c:16]([F:18])[cH:17]2)[CH:21]([CH3:20])[CH2:22][CH2:23][CH3:24])[cH:6][cH:7]1.